From a dataset of the Open Reaction Database (ORD), a public repository of structured organic reaction records. describe an organic reaction: reactants, conditions, products, and yield Reactants: CN(C)C=O (DMF), C(C)(C)(C)OC(=O)N1CC(C1)OC1=C(C=CC(=C1)Br)O (3-(5-Bromo-2-hydroxy-phenoxy)-azetidine-1-carboxylic acid tert-butyl ester), C(=O)([O-])[O-].[Cs+].[Cs+] (Cs2CO3), C(C1=CC=CC=C1)Br (benzyl bromide). Solvent: O (H2O). Run at time 48 hour. The product is C(C)(C)(C)OC(=O)N1CC(C1)OC1=C(C=CC(=C1)Br)OCC1=CC=CC=C1 (3-(2-benzyloxy-5-bromo-phenoxy)-azetidine-1-carboxylic acid tert-butyl ester). The yield is 99.8%. RXN SMILES: CN(C=O)C.[C:6]([O:10][C:11]([N:13]1[CH2:16][CH:15]([O:17][C:18]2[CH:23]=[C:22]([Br:24])[CH:21]=[CH:20][C:19]=2[OH:25])[CH2:14]1)=[O:12])([CH3:9])([CH3:8])[CH3:7].C([O-])([O-])=O.[Cs+].[Cs+].[CH2:32](Br)[C:33]1[CH:38]=[CH:37][CH:36]=[CH:35][CH:34]=1>O>[C:6]([O:10][C:11]([N:13]1[CH2:14][CH:15]([O:17][C:18]2[CH:23]=[C:22]([Br:24])[CH:21]=[CH:20][C:19]=2[O:25][CH2:32][C:33]2[CH:38]=[CH:37][CH:36]=[CH:35][CH:34]=2)[CH2:16]1)=[O:12])([CH3:9])([CH3:7])[CH3:8] |f:2.3.4|. Reported procedure: To a DMF (10 mL) solution of the title compound of Step C (0.52 g, 1.5 mmol), Cs2CO3 (0.54 g, 1.7 mmol) and KI (0.20 g, 1.20 mmol) was added benzyl bromide (0.20 mL, 0.29 g, 1.7 mmol). After 48 h, H2O was added and the mixture extracted with EtOAc (2×). The combined organics were washed with brine (2×) and dried. Silica gel chromatography (5-20% EtOAc in hexanes) gave 0.65 g (99%) of the title compound as a clear oil. 1H NMR (CDCl3): 7.42-7.36 (m, 3H), 7.34-7.31 (m, 2H), 7.03 (dd, J=8.6, 2.3 Hz,...